Dataset: the Open Reaction Database (ORD), a public repository of structured organic reaction records. Task: describe an organic reaction: reactants, conditions, products, and yield Reactants: ClCCl, O=C(Cl)c1ccc(F)cc1, O=S(=O)(c1ccccc1)n1cccc1. Product: O=C(c1ccc(F)cc1)c1cccn1S(=O)(=O)c1ccccc1. As a reaction SMILES: [Cl:25][CH2:26][Cl:27].[F:1][c:2]1[cH:3][cH:4][c:5]([C:6](=[O:7])[Cl:8])[cH:9][cH:10]1.[c:11]1([S:17](=[O:18])(=[O:19])[n:20]2[cH:21][cH:22][cH:23][cH:24]2)[cH:12][cH:13][cH:14][cH:15][cH:16]1>>[F:1][c:2]1[cH:3][cH:4][c:5]([C:6](=[O:7])[c:24]2[n:20]([S:17]([c:11]3[cH:12][cH:13][cH:14][cH:15][cH:16]3)(=[O:18])=[O:19])[cH:21][cH:22][cH:23]2)[cH:9][cH:10]1.